Task: describe an organic reaction: reactants, conditions, products, and yield. Dataset: the Open Reaction Database (ORD), a public repository of structured organic reaction records The reactants are CCCCCCCCCCCCCC(=O)O[C@@H]1[C@H]([C@]2([C@@H](C=C(C[C@]3([C@H]2C=C(C3=O)C)O)CO)[C@H]4[C@@]1(C4(C)C)OC(=O)C)O)C (Phorbol 12-myristate 13-acetate), N[C@@H](CS)C(=O)O (cysteine), C[C@@H]1CC[C@]2([C@@H](C[C@H]([C@H](O2)[C@H](C)C(=O)C3=CC=CN3)C)C)O[C@@H]1CC4=NC5=C(O4)C=CC(=C5C(=O)O)NC (calcium ionophore A23187), L-transepoxysuccinylleucylamido-(4-guanidino)butane. Yields the product N[C@@H](CC1=CC=C(C=C1)O)C(=O)O (Tyrosine). Reaction SMILES: CCCCCCCCCCCCCC(O[C@H]1[C@@]2(OC(C)=O)C(C)(C)[C@H]2[C@@H]2C=C(CO)C[C@]3(O)C(=O)C(C)=C[C@H]3[C@@]2(O)[C@@H]1C)=O.C[C@H]1[C@@H](CC2[O:73][C:72]3[CH:74]=[CH:75][C:76](NC)=[C:77](C(O)=O)[C:71]=3N=2)O[C@]2(O[C@H]([C@@H](C(C3NC=CC=3)=O)C)[C@H](C)C[C@H]2C)CC1.[NH2:83][C@H:84]([C:87]([OH:89])=[O:88])[CH2:85]S>>[NH2:83][C@H:84]([C:87]([OH:89])=[O:88])[CH2:85][C:76]1[CH:77]=[CH:71][C:72]([OH:73])=[CH:74][CH:75]=1. Reported procedure: Reagents Phorbol 12-myristate 13-acetate (PMA) and calcium ionophore A23187 were purchased from Sigma. Bromelain (E.C 3.4.22.4; proteolytic activity, 1,541 nmol/min/mg) was obtained from Solvay Inc. (Germany). E-64 (L-transepoxysuccinylleucylamido-(4-guanidino)butane, a selective cysteine protease inhibitor, was from Sigma.